The task is: describe an organic reaction: reactants, conditions, products, and yield. This data is from the Open Reaction Database (ORD), a public repository of structured organic reaction records. The reactants are O=C([O-])[O-], [Cs+], [Cs+], CN(C)C=O, O, Cc1ccc(S(=O)(=O)OCCCCCCNC(c2ccccc2)(c2ccccc2)c2ccccc2)cc1, O=c1cc[nH]c(=O)[nH]1. Product: O=c1ccn(CCCCCCNC(c2ccccc2)(c2ccccc2)c2ccccc2)c(=O)[nH]1. As a reaction SMILES: [C:9](=[O:10])([O-:11])[O-:12].[Cs+:13].[Cs+:14].[O:53]=[CH:54][N:55]([CH3:56])[CH3:57].[OH2:52].[S:15]([O:16][CH2:26][CH2:27][CH2:28][CH2:29][CH2:30][CH2:31][NH:32][C:33]([c:34]1[cH:35][cH:36][cH:37][cH:38][cH:39]1)([c:40]1[cH:41][cH:42][cH:43][cH:44][cH:45]1)[c:46]1[cH:47][cH:48][cH:49][cH:50][cH:51]1)([c:17]1[cH:18][cH:19][c:20]([CH3:21])[cH:22][cH:23]1)(=[O:24])=[O:25].[nH:1]1[c:2](=[O:3])[nH:4][c:5](=[O:6])[cH:7][cH:8]1>>[n:1]1([CH2:26][CH2:27][CH2:28][CH2:29][CH2:30][CH2:31][NH:32][C:33]([c:34]2[cH:35][cH:36][cH:37][cH:38][cH:39]2)([c:40]2[cH:41][cH:42][cH:43][cH:44][cH:45]2)[c:46]2[cH:47][cH:48][cH:49][cH:50][cH:51]2)[c:2](=[O:3])[nH:4][c:5](=[O:6])[cH:7][cH:8]1. Reactants: [BH4-], O=Cc1cncc(Br)c1, CCO, [Na+]. The product is OCc1cncc(Br)c1. RXN SMILES: [BH4-:10].[Br:1][c:2]1[cH:3][n:4][cH:5][c:6]([CH:7]=[O:8])[cH:9]1.[CH3:12][CH2:13][OH:14].[Na+:11]>>[Br:1][c:2]1[cH:3][n:4][cH:5][c:6]([CH2:7][OH:8])[cH:9]1. Starting materials: CC(C)(C)OC(=O)N1CCNCC1, CC(C)N1CCC(Oc2ccc3[nH]c(C(=O)O)cc3c2)CC1. Yields the product CC(C)N1CCC(Oc2ccc3[nH]c(C(=O)N4CCN(C(=O)OC(C)(C)C)CC4)cc3c2)CC1. As a reaction SMILES: [C:23]([CH3:24])([CH3:25])([CH3:26])[O:27][C:28](=[O:29])[N:30]1[CH2:31][CH2:32][NH:33][CH2:34][CH2:35]1.[CH3:1][CH:2]([CH3:3])[N:4]1[CH2:5][CH2:6][CH:7]([O:10][c:11]2[cH:12][c:13]3[cH:14][c:15]([C:20](=[O:21])[OH:22])[nH:16][c:17]3[cH:18][cH:19]2)[CH2:8][CH2:9]1>>[CH3:1][CH:2]([CH3:3])[N:4]1[CH2:5][CH2:6][CH:7]([O:10][c:11]2[cH:12][c:13]3[cH:14][c:15]([C:20](=[O:21])[N:33]4[CH2:32][CH2:31][N:30]([C:28]([O:27][C:23]([CH3:24])([CH3:25])[CH3:26])=[O:29])[CH2:35][CH2:34]4)[nH:16][c:17]3[cH:18][cH:19]2)[CH2:8][CH2:9]1. Reactants: ClC1=CC=C(C=C1)C\C=C/CO.CC1=CC=C(C=C1)S(=O)(=O)[O-] ((Z)-4-(4-chlorophenyl)-2-buten-1-ol 4-methylbenzenesulfonate), C(CCCCCC)N1C=NC=C1 (1-heptyl-1H-imidazole). Solvent: C(C)#N (acetonitrile). Conditions: time 2 day. Product: CC1=CC=C(C=C1)S(=O)(=O)[O-].ClC1=CC=C(C=C1)C\C=C/C[N+]1=CN(C=C1)CCCCCCC ((Z)-1-[4-(4-Chlorophenyl)-2-butenyl]-3-heptylimidazolium 4-methylbenzenesulfonate). RXN SMILES: [Cl:1][C:2]1[CH:7]=[CH:6][C:5]([CH2:8]/[CH:9]=[CH:10]\[CH2:11]O)=[CH:4][CH:3]=1.[CH3:13][C:14]1[CH:19]=[CH:18][C:17]([S:20]([O-:23])(=[O:22])=[O:21])=[CH:16][CH:15]=1.[CH2:24]([N:31]1[CH:35]=[CH:34][N:33]=[CH:32]1)[CH2:25][CH2:26][CH2:27][CH2:28][CH2:29][CH3:30]>C(#N)C>[CH3:13][C:14]1[CH:15]=[CH:16][C:17]([S:20]([O-:23])(=[O:22])=[O:21])=[CH:18][CH:19]=1.[Cl:1][C:2]1[CH:7]=[CH:6][C:5]([CH2:8]/[CH:9]=[CH:10]\[CH2:11][N+:33]2[CH:34]=[CH:35][N:31]([CH2:24][CH2:25][CH2:26][CH2:27][CH2:28][CH2:29][CH3:30])[CH:32]=2)=[CH:4][CH:3]=1 |f:0.1,4.5|. Procedure: Add 3.37 g (0.01 mole) of (Z)-4-(4-chlorophenyl)-2-buten-1-ol 4-methylbenzenesulfonate (ester) and 1.50 g (0.009 mole) of 1-heptyl-1H-imidazole in 40 ml of acetonitrile and stir at room temperature for two days. Evaporate the acetonitrile and triturate the residue with hexanes and ethyl acetate to yield a solid. Recrystallize from ethyl acetate to provide the title compound. Starting materials: IC1=CC(=C(C=C1)C(CC(C(=O)O)=O)(C)C)OC (4-(4-iodo-2-methoxyphenyl)-4-methyl-2-oxo-valeric acid), NC=1C=C2COC(=O)C2=CC1 (5-aminophthalide), O (water), S(=O)(Cl)Cl (thionyl chloride). The solvent is CC(=O)N(C)C (dimethyl acetamide). Run at time 20 minute. Product: crude product, IC1=CC(=C(C=C1)C(CC(C(=O)NC=1C=C2COC(=O)C2=CC1)=O)(C)C)OC (5-[4-(4-iodo-2-methoxyphenyl)-4-methyl-2-oxo-valeroylamino)-phthalide). Isolated yield 64.8%. Reaction SMILES: [I:1][C:2]1[CH:7]=[CH:6][C:5]([C:8]([CH3:16])([CH3:15])[CH2:9][C:10](=[O:14])[C:11]([OH:13])=O)=[C:4]([O:17][CH3:18])[CH:3]=1.S(Cl)(Cl)=O.[NH2:23][C:24]1[CH:25]=[C:26]2[C:31](=[CH:32][CH:33]=1)[C:29](=[O:30])[O:28][CH2:27]2.O>CC(N(C)C)=O>[I:1][C:2]1[CH:7]=[CH:6][C:5]([C:8]([CH3:16])([CH3:15])[CH2:9][C:10](=[O:14])[C:11]([NH:23][C:24]2[CH:25]=[C:26]3[C:31](=[CH:32][CH:33]=2)[C:29](=[O:30])[O:28][CH2:27]3)=[O:13])=[C:4]([O:17][CH3:18])[CH:3]=1. Procedure: 1.7 g of 4-(4-iodo-2-methoxyphenyl)-4-methyl-2-oxo-valeric acid is dissolved in 25 ml of dimethyl acetamide and mixed under argon at −8° C. with 0.37 ml of thionyl chloride. After 20 minutes of stirring at −3 to +3° C., 700 mg of 5-aminophthalide is added. It is stirred for 1.5 hours at room temperature, then mixed with water, extracted with ethyl acetate, the organic phase is washed with water, dried (Na2SO4), and after the solvent is concentrated by evaporation and after chromatography of the ... Reactants: N=C1N(C(NC12CCOCC2)=O)C2=CC(=C(C#N)C=C2)C(F)(F)F (4-(4-imino-2-oxo-8-oxa-1,3-diazaspiro[4.5]decan-3-yl)-2-(trifluoromethyl)-benzonitrile), CO (methanol), C(Cl)(Cl)Cl (chloroform), Cl (hydrochloric acid). Solvent: O (water). Yields the product O=C1NC2(C(N1C1=CC(=C(C#N)C=C1)C(F)(F)F)=O)CCOCC2 (4-(2,4-dioxo-8-oxa-1,3-diazaspiro[4.5]decan-3-yl)-2-(trifluoromethyl)-benzonitrile). RXN SMILES: N=[C:2]1[C:6]2([CH2:11][CH2:10][O:9][CH2:8][CH2:7]2)[NH:5][C:4](=[O:12])[N:3]1[C:13]1[CH:20]=[CH:19][C:16]([C:17]#[N:18])=[C:15]([C:21]([F:24])([F:23])[F:22])[CH:14]=1.C[OH:26].C(Cl)(Cl)Cl.Cl>O>[O:12]=[C:4]1[N:3]([C:13]2[CH:20]=[CH:19][C:16]([C:17]#[N:18])=[C:15]([C:21]([F:24])([F:22])[F:23])[CH:14]=2)[C:2](=[O:26])[C:6]2([CH2:7][CH2:8][O:9][CH2:10][CH2:11]2)[NH:5]1. Procedure details: 1.66 g of the product of Example 1 were introduced into 30 ml of methanol, 10 ml of chloroform and 10 ml of 2N hydrochloric acid, and the mixture was refluxed for 50 minutes. 100 ml of water were added and extraction was carried out 3 times with ethyl acetate. The organic phase was washed with salt water, dried and purified on silica with methylene chloride-acetone: 85-15 as eluant. The resultant product was dissolved in 100 ml of isopropanol at about 70° C. and filtration was carried out, follo... Reactants: ClC1=CC=C(C=C1)C(C(=O)NCCC1=CC(=C(C=C1)OCC#C)OC)O (2-(4-chloro-phenyl)-2-hydroxy-N-[2-(3-methoxy-4-prop-2-ynyloxy-phenyl)-ethyl]-acetamide), N1=CC=CC=C1 (pyridine), C(C)(=O)Cl (Acetylchloride). The solvent is ClCCl (dichloromethane). Reaction conditions: time 2 hour. Product: C(C)(=O)OC(C(=O)NCCC1=CC(=C(C=C1)OCC#C)OC)C1=CC=C(C=C1)Cl (2-acetoxy-2-(4-chloro-phenyl)-N-[2-(3-methoxy-4-prop-2-ynyloxy-phenyl)-ethyl]-acetamide). Reaction SMILES: [C:1](Cl)(=[O:3])[CH3:2].[Cl:5][C:6]1[CH:11]=[CH:10][C:9]([CH:12]([OH:30])[C:13]([NH:15][CH2:16][CH2:17][C:18]2[CH:23]=[CH:22][C:21]([O:24][CH2:25][C:26]#[CH:27])=[C:20]([O:28][CH3:29])[CH:19]=2)=[O:14])=[CH:8][CH:7]=1.N1C=CC=CC=1>ClCCl>[C:1]([O:30][CH:12]([C:9]1[CH:8]=[CH:7][C:6]([Cl:5])=[CH:11][CH:10]=1)[C:13]([NH:15][CH2:16][CH2:17][C:18]1[CH:23]=[CH:22][C:21]([O:24][CH2:25][C:26]#[CH:27])=[C:20]([O:28][CH3:29])[CH:19]=1)=[O:14])(=[O:3])[CH3:2]. Procedure details: Acetylchloride (0.7 g, 8.9 mmol) is slowly added to a cooled (0° C.) mixture of 2-(4-chloro-phenyl)-2-hydroxy-N-[2-(3-methoxy-4-prop-2-ynyloxy-phenyl)-ethyl]-acetamide (3.0 g, 8.0 mmol) and pyridine (0.7 g, 8.9 mmol) in 30 ml of dichloromethane. The reaction mixture is stirred for 2 hours at room temperature and subsequently poured on ice and extracted with ethyl acetate. The combined organic extracts are washed with brine, dried over sodium sulfate and the solvent is evaporated, the residue is ... The reactants are CC1OC2=C(NC1=O)C=C(C=C2)CN2C=NC=C2 ((±)-2-methyl-3-oxo-6-[(1-imidazolyl)-methyl]-3,4-dihydro-2H-1,4-benzoxazine), COC=1C=CC(=CC1)P2(=S)SP(=S)(S2)C=3C=CC(=CC3)OC (Lawesson's reagent). Run in C(OC)COC (dimethoxyethane). Reaction conditions: time 46 hour. Product: CC1OC2=C(NC1=S)C=C(C=C2)CN2C=NC=C2 ((±)-2-Methyl-3-thioxo-6-[(1-imidazolyl)-methyl]-3,4-dihydro-2H-1,4-benzoxazine). The yield is 57.4%. As a reaction SMILES: [CH3:1][CH:2]1[C:7](=O)[NH:6][C:5]2[CH:9]=[C:10]([CH2:13][N:14]3[CH:18]=[CH:17][N:16]=[CH:15]3)[CH:11]=[CH:12][C:4]=2[O:3]1.COC1C=CC(P2(SP(C3C=CC(OC)=CC=3)(=S)S2)=[S:28])=CC=1>C(COC)OC>[CH3:1][CH:2]1[C:7](=[S:28])[NH:6][C:5]2[CH:9]=[C:10]([CH2:13][N:14]3[CH:18]=[CH:17][N:16]=[CH:15]3)[CH:11]=[CH:12][C:4]=2[O:3]1. Procedure: 390 mg (1.603 mmol) of (±)-2-methyl-3-oxo-6-[(1-imidazolyl)-methyl]-3,4-dihydro-2H-1,4-benzoxazine is dissolved in 42 ml of dimethoxyethane, mixed with 1.297 g (3.206 mmol) of Lawesson's reagent and stirred for 46 hours at room temperature. After the solvent is spun in, the residue is chromatographed on silica gel (mobile solvent: methylene chloride/ethanol). The fractions that are obtained by chromatography are removed from the polar contaminants by shaking with saturated sodium bicarbonate sol...